From a dataset of the Open Reaction Database (ORD), a public repository of structured organic reaction records. describe an organic reaction: reactants, conditions, products, and yield Reactants: CC(C)(C)OC(=O)Nc1cc(OCC(F)(F)F)c(C(F)(F)F)cc1NC(=O)CC(=O)c1cccc(-c2ccccn2)c1, ClCCl, O=C(O)C(F)(F)F. Product: O=C1CC(c2cccc(-c3ccccn3)c2)=Nc2cc(OCC(F)(F)F)c(C(F)(F)F)cc2N1. Reaction SMILES: [C:1]([O:2][C:3](=[O:4])[NH:7][c:8]1[c:9]([NH:24][C:25]([CH2:26][C:27](=[O:5])[c:28]2[cH:29][c:30](-[c:34]3[n:35][cH:36][cH:37][cH:38][cH:39]3)[cH:31][cH:32][cH:33]2)=[O:41])[cH:10][c:11]([C:20]([F:21])([F:22])[F:23])[c:12]([O:14][CH2:15][C:16]([F:17])([F:18])[F:19])[cH:13]1)([CH3:6])([CH3:40])[CH3:42].[Cl:50][CH2:51][Cl:52].[F:43][C:44]([F:45])([F:46])[C:47]([OH:48])=[O:49]>>[N:7]1=[C:27]([c:28]2[cH:29][c:30](-[c:34]3[n:35][cH:36][cH:37][cH:38][cH:39]3)[cH:31][cH:32][cH:33]2)[CH2:26][C:25](=[O:41])[NH:24][c:9]2[c:8]1[cH:13][c:12]([O:14][CH2:15][C:16]([F:17])([F:18])[F:19])[c:11]([C:20]([F:21])([F:22])[F:23])[cH:10]2.